This data is from the Open Reaction Database (ORD), a public repository of structured organic reaction records. The task is: describe an organic reaction: reactants, conditions, products, and yield Starting materials: C(C)N(CCOC1=C(C=C(C=C1)[N+](=O)[O-])C)CC (diethyl[2-(2-methyl-4-nitrophenoxy)ethyl]amine). Reagents/catalysts: [Ni] (Raney nickel). The solvent is C(C)(=O)OCC (ethyl acetate). Conditions: time 36 hour. Product: C(C)N(CCOC1=C(C=C(C=C1)N)C)CC (4-(2-diethylaminoethoxy)-3-methylphenylamine). RXN SMILES: [CH2:1]([N:3]([CH2:17][CH3:18])[CH2:4][CH2:5][O:6][C:7]1[CH:12]=[CH:11][C:10]([N+:13]([O-])=O)=[CH:9][C:8]=1[CH3:16])[CH3:2]>C(OCC)(=O)C.[Ni]>[CH2:17]([N:3]([CH2:1][CH3:2])[CH2:4][CH2:5][O:6][C:7]1[CH:12]=[CH:11][C:10]([NH2:13])=[CH:9][C:8]=1[CH3:16])[CH3:18]. Reported procedure: 3.10 g (12.3 mmol) of diethyl[2-(2-methyl-4-nitrophenoxy)ethyl]amine is dissolved in 250 mL of ethyl acetate, 0.55 g of Raney nickel is added, and the mixture is hydrogenated for 36 hours at 50 psi and ambient temperature. The catalyst is filtered off and the filtrate is evaporated down in vacuo. Yield: 2.70 g (99% of theory); C13H22N2O (M=222.33); calc.: molecular ion peak (M+H)+: 223; found: molecular ion peak (M+H)+: 223; Rf value: 0.35 (silica gel, dichloromethane/methanol (9:1)). Reactants: [C-]#N, O=C([O-])O, C1COCCO1, CN(C)c1ccc(-c2nc(O)c3cccnc3c2I)cc1, CCOC(C)=O, [Na+], O=C(C=Cc1ccccc1)C=Cc1ccccc1, O=C(C=Cc1ccccc1)C=Cc1ccccc1, O=C(C=Cc1ccccc1)C=Cc1ccccc1, [Pd], [Pd]. The product is CN(C)c1ccc(-c2nc(O)c3cccnc3c2C#N)cc1. Reaction SMILES: [C-:22]#[N:23].[C:30](=[O:31])([OH:32])[O-:33].[CH2:35]1[O:36][CH2:37][CH2:38][O:39][CH2:40]1.[CH3:1][N:2]([c:3]1[cH:4][cH:5][c:6](-[c:9]2[n:10][c:11]([OH:20])[c:12]3[cH:13][cH:14][cH:15][n:16][c:17]3[c:18]2[I:19])[cH:7][cH:8]1)[CH3:21].[CH3:24][CH2:25][O:26][C:27]([CH3:28])=[O:29].[Na+:34].[O:43]=[C:44]([CH:45]=[CH:46][c:47]1[cH:48][cH:49][cH:50][cH:51][cH:52]1)[CH:53]=[CH:54][c:55]1[cH:56][cH:57][cH:58][cH:59][cH:60]1.[O:61]=[C:62]([CH:63]=[CH:64][c:65]1[cH:66][cH:67][cH:68][cH:69][cH:70]1)[CH:71]=[CH:72][c:73]1[cH:74][cH:75][cH:76][cH:77][cH:78]1.[O:79]=[C:80]([CH:81]=[CH:82][c:83]1[cH:84][cH:85][cH:86][cH:87][cH:88]1)[CH:89]=[CH:90][c:91]1[cH:92][cH:93][cH:94][cH:95][cH:96]1.[Pd:41].[Pd:42]>>[CH3:1][N:2]([c:3]1[cH:4][cH:5][c:6](-[c:9]2[n:10][c:11]([OH:20])[c:12]3[cH:13][cH:14][cH:15][n:16][c:17]3[c:18]2[C:22]#[N:23])[cH:7][cH:8]1)[CH3:21]. Reactants: CC(=O)[O-], CC(=O)OC(C)=O, O=Cc1ccccc1, [Na+], O=C1CNC(=O)N1, O. Product: O=C1NC(=O)C(=Cc2ccccc2)N1. Reaction SMILES: [CH3:17][C:18](=[O:19])[O-:20].[CH3:21][C:22]([O:23][C:24](=[O:25])[CH3:26])=[O:27].[CH:1](=[O:2])[c:3]1[cH:4][cH:5][cH:6][cH:7][cH:8]1.[Na+:16].[O:9]=[C:10]1[CH2:11][NH:12][C:13](=[O:14])[NH:15]1.[OH2:28]>>[CH:1]([c:3]1[cH:4][cH:5][cH:6][cH:7][cH:8]1)=[C:11]1[C:10](=[O:9])[NH:15][C:13](=[O:14])[NH:12]1. Starting materials: ClC1=CC=C(OC(=CC=2C=NC=CC2)C(C(C)(C)C)=O)C=C1 (2-(4-chlorophenoxy)-4,4-dimethyl-1-pyridin-3-yl-1-penten-3-one). The reagents and catalysts are [Zn] (zinc). The solvent is C(C)(=O)O (acetic acid). Product: ClC1=CC=C(OC(CC=2C=NC=CC2)C(C(C)(C)C)=O)C=C1 (2-(4-chlorophenoxy)-4,4-dimethyl-1-pyridin-3-yl-pentan-3-one). Yield: 61.9%. RXN SMILES: [Cl:1][C:2]1[CH:22]=[CH:21][C:5]([O:6][C:7]([C:15](=[O:20])[C:16]([CH3:19])([CH3:18])[CH3:17])=[CH:8][C:9]2[CH:10]=[N:11][CH:12]=[CH:13][CH:14]=2)=[CH:4][CH:3]=1>C(O)(=O)C.[Zn]>[Cl:1][C:2]1[CH:22]=[CH:21][C:5]([O:6][CH:7]([C:15](=[O:20])[C:16]([CH3:18])([CH3:19])[CH3:17])[CH2:8][C:9]2[CH:10]=[N:11][CH:12]=[CH:13][CH:14]=2)=[CH:4][CH:3]=1. Reported procedure: 32 g (0.49 mol) of zinc dust were added to 48 g (0.152 mol) of 2-(4-chlorophenoxy)-4,4-dimethyl-1-pyridin-3-yl-1-penten-3-one, dissolved in 170 ml of glacial acetic acid, and the mixture was heated under reflux on an oil bath for 40 minutes. The zinc was filtered off from the solution and rinsed with glacial acetic acid and the acetic acid solution was concentrated. The residue was rendered alkaline with 1 N sodium hydroxide solution and extracted three times with ethyl acetate. From the ethyl a... Reactants: N#CCC(=O)O, COc1cc(C=CC=O)cc(OC)c1O. Product: COc1cc(C=CC=C(C#N)C(=O)O)cc(OC)c1O. Reaction SMILES: [C:16](#[N:17])[CH2:18][C:19](=[O:20])[OH:21].[CH3:1][O:2][c:3]1[cH:4][c:5]([CH:6]=[CH:7][CH:8]=[O:9])[cH:10][c:11]([O:14][CH3:15])[c:12]1[OH:13]>>[CH3:1][O:2][c:3]1[cH:4][c:5]([CH:6]=[CH:7][CH:8]=[C:18]([C:16]#[N:17])[C:19](=[O:20])[OH:21])[cH:10][c:11]([O:14][CH3:15])[c:12]1[OH:13]. The reactants are S(=O)(Cl)Cl (Thionylchloride), FC=1C=C2CCC(OC2=CC1)C(=O)O (6-fluorochroman-2-carboxylic acid). The reagents and catalysts are CN(C)C=O (DMF). Run in C1(=CC=CC=C1)C (toluene). Reaction conditions: temperature 65 celsius, time 70 minute. Yields the product O1C(CCC2=CC=CC=C12)C(=O)Cl (chroman-2-carboxylic acid chloride). Yield: 124.8%. RXN SMILES: S(Cl)([Cl:3])=O.F[C:6]1[CH:7]=[C:8]2[C:13](=[CH:14][CH:15]=1)[O:12][CH:11]([C:16]([OH:18])=O)[CH2:10][CH2:9]2>C1(C)C=CC=CC=1.CN(C=O)C>[O:12]1[C:13]2[C:8](=[CH:7][CH:6]=[CH:15][CH:14]=2)[CH2:9][CH2:10][CH:11]1[C:16]([Cl:3])=[O:18]. Reported procedure: Thionylchloride (109.21 g, 918 mmol) was added under nitrogen atmosphere at 20-25° C. to a suspension of 6-fluorochroman-2-carboxylic acid (90.00 g, 459 mmol) and DMF (1.68 g, 23 mmol) in toluene (635 ml). Afterwards, the suspension was heated to an internal temperature of 60-70° C., whereupon a clear yellow solution was obtained under simultaneous evolution of a gas. The reaction was completed within 70 min at this temperature, and the mixture was then concentrated in vacuum (bath temperature 4... Starting materials: C1(CC1)N (Cyclopropylamine), NC1=C(C=C(OC2=CC=NC3=CC(=C(C=C23)C#N)OC[C@@H](CN(CC)CC)O)C=C1)Cl (4-(4-amino-3-chlorophenoxy)-6-cyano-7-(((2R)-3-(diethylamino)-2-hydroxypropyl)oxy)quinoline), N1=CC=CC=C1 (pyridine), ClC(=O)OC1=CC=CC=C1 (phenyl chloroformate), C([O-])(O)=O.[Na+] (sodium bicarbonate). Run in CN(C=O)C (dimethylformamide), C(C)(=O)OCC (ethyl acetate). Reaction conditions: time 1 hour. Yields the product ClC1=C(C=CC(=C1)OC1=CC=NC2=CC(=C(C=C12)C#N)OC[C@@H](CN(CC)CC)O)NC(=O)NC1CC1 (N-(2-Chloro-4-((6-cyano-7-(((2R)-3-(diethylamino)-2-hydroxypropyl)oxy)-4-quinolyl)oxy)phenyl)-N′-cyclopropylurea). The yield is 53.5%. RXN SMILES: [NH2:1][C:2]1[CH:30]=[CH:29][C:5]([O:6][C:7]2[C:16]3[C:11](=[CH:12][C:13]([O:19][CH2:20][C@H:21]([OH:28])[CH2:22][N:23]([CH2:26][CH3:27])[CH2:24][CH3:25])=[C:14]([C:17]#[N:18])[CH:15]=3)[N:10]=[CH:9][CH:8]=2)=[CH:4][C:3]=1[Cl:31].[N:32]1[CH:37]=C[CH:35]=[CH:34][CH:33]=1.ClC(OC1C=CC=CC=1)=[O:40].C1(N)CC1.C(=O)(O)[O-].[Na+]>CN(C)C=O.C(OCC)(=O)C>[Cl:31][C:3]1[CH:4]=[C:5]([O:6][C:7]2[C:16]3[C:11](=[CH:12][C:13]([O:19][CH2:20][C@H:21]([OH:28])[CH2:22][N:23]([CH2:26][CH3:27])[CH2:24][CH3:25])=[C:14]([C:17]#[N:18])[CH:15]=3)[N:10]=[CH:9][CH:8]=2)[CH:29]=[CH:30][C:2]=1[NH:1][C:37]([NH:32][CH:33]1[CH2:35][CH2:34]1)=[O:40] |f:4.5|. Reported procedure: After dissolving (4-(4-amino-3-chlorophenoxy)-6-cyano-7-(((2R)-3-(diethylamino)-2-hydroxypropyl)oxy)quinoline) (96.9 mg, 0.22 mmol) in dimethylformamide (1 ml) under a nitrogen atmosphere, pyridine (0.027 ml, 0.33 mmol) and phenyl chloroformate (0.035 ml, 0.28 mmol) were added dropwise at room temperature, and the mixture was stirred for 1 hour. Cyclopropylamine (0.10 ml) was added dropwise, and the mixture was further stirred overnight. The reaction solution was distributed between ethyl acetat...